Dataset: the Open Reaction Database (ORD), a public repository of structured organic reaction records. Task: describe an organic reaction: reactants, conditions, products, and yield Reactants: NC=1C=C(C=NC1Cl)NC(OC1=CC=CC=C1)=NC#N (N-(5-Amino-6-chloro-3-pyridyl)-N'-cyano-O-phenylisourea), C1(=CC=CC=C1)C1(CCC1)N (1-phenylcyclobutylamine), CN1CCOCC1 (N-methylmorpholine). Solvent: O1CCOCC1 (dioxane). Product: NC=1C=C(C=NC1Cl)NC(=NC#N)NC1(CCC1)C1=CC=CC=C1 (N-(5-Amino-6-chloro-3-pyridyl)-N"-cyano-N'-(1-phenylcyclobutyl)guanidine). The yield is 34.1%. As a reaction SMILES: [NH2:1][C:2]1[CH:3]=[C:4]([NH:9][C:10](=[N:18][C:19]#[N:20])OC2C=CC=CC=2)[CH:5]=[N:6][C:7]=1[Cl:8].[C:21]1([C:27]2([NH2:31])[CH2:30][CH2:29][CH2:28]2)[CH:26]=[CH:25][CH:24]=[CH:23][CH:22]=1.CN1CCOCC1>O1CCOCC1>[NH2:1][C:2]1[CH:3]=[C:4]([NH:9][C:10]([NH:31][C:27]2([C:21]3[CH:26]=[CH:25][CH:24]=[CH:23][CH:22]=3)[CH2:28][CH2:29][CH2:30]2)=[N:18][C:19]#[N:20])[CH:5]=[N:6][C:7]=1[Cl:8]. Procedure details: A stirred mixture of the product from Step 2 (1.5 g, 0.0052 mol), 1-phenylcyclobutylamine (0.8 g, 0.00543 mol), N-methylmorpholine (1.37 ml, 0.0125 mol) and dioxane (30 ml) was refluxed, under nitrogen for 5 hours, cooled and filtered. The solid was washed with cold dioxane and Et2O and crystallized from acetonitrile to give 0.605 g of the titled product, mp 220°-221° C. The reactants are CN(C)C=O (DMF), C(C1=CC=CC=C1)Br (benzyl bromide), [H-].[Na+] (Sodium hydride), OC1=CC(OC(=C1)C)=O (4-hydroxy-6-methyl-2-pyrone). Reagents/catalysts: [I-].C(CCC)[N+](CCCC)(CCCC)CCCC (tetra-n-butylammonium iodide). Run in CN(C)P(=O)(N(C)C)N(C)C (HMPA), O1CCCC1 (tetrahydrofuran). Conditions: time 30 minute. Product: C(C1=CC=CC=C1)OC1=CC(OC(=C1)C)=O (4-benzyloxy- 6-methyl-2-pyrone). Yield: 39.9%. Reaction SMILES: [H-].[Na+].[OH:3][C:4]1[CH:9]=[C:8]([CH3:10])[O:7][C:6](=[O:11])[CH:5]=1.CN(C=O)C.[CH2:17](Br)[C:18]1[CH:23]=[CH:22][CH:21]=[CH:20][CH:19]=1>O1CCCC1.[I-].C([N+](CCCC)(CCCC)CCCC)CCC.CN(P(N(C)C)(N(C)C)=O)C>[CH2:17]([O:3][C:4]1[CH:9]=[C:8]([CH3:10])[O:7][C:6](=[O:11])[CH:5]=1)[C:18]1[CH:23]=[CH:22][CH:21]=[CH:20][CH:19]=1 |f:0.1,6.7|. Procedure details: Sodium hydride (2.2 gm, 50% oil, 0.0458 mol) was added portionwise to a solution of 4-hydroxy-6-methyl-2-pyrone (5 gm, 0.0396 mol) in anhydrous tetrahydrofuran. When the gas evolution ceased, anhydrous DMF (80 ml) was added, along with tetra-n-butylammonium iodide (1 gm). The solution was stirred at room temperature for 30 minutes. A solution of benzyl bromide (5.2 ml, 0.0425 mol) in HMPA (5 ml) was added. After 16 hours at room temperature, the volatile component was removed by evaporation. DMF... Starting materials: peptidoglycan, CC(C)S[C@H]1[C@@H]([C@H]([C@H]([C@H](O1)CO)O)O)O (IPTG), C([C@@H]1[C@H]([C@@H]([C@H]([C@H](O1)O[C@]2([C@H]([C@@H]([C@H](O2)CO)O)O)CO)O)O)O)O (sucrose), C(CN(CC(=O)O)CC(=O)O)N(CC(=O)O)CC(=O)O (EDTA). Run in P(=O)([O-])([O-])[O-].[Na+].[Na+].[Na+] (sodium phosphate). Conditions: time 20 minute. Yields the product C1=C(NC=N1)CC(=O)O (IMAC), agarose. Reaction SMILES: CC(S[C@@H]1O[C@H](CO)[C@H](O)[C@H](O)[C@H]1O)C.C(O)[C@H]1[O:22][C@H:21]([O:23][C@]2(CO)O[C@H](CO)[C@@H](O)[C@@H]2O)[C@H:20](O)[C@@H](O)[C@@H]1O.[CH2:39]([N:50]([CH2:55]C(O)=O)CC(O)=O)[CH2:40][N:41](CC(O)=O)CC(O)=O>P([O-])([O-])([O-])=O.[Na+].[Na+].[Na+]>[CH:40]1[N:41]=[CH:55][NH:50][C:39]=1[CH2:20][C:21]([OH:23])=[O:22] |f:3.4.5.6|. Procedure details: The coding sequence of the VHH was subcloned in vector pET22 using the NcoI and NotI restriction sites according to the manufacturer's instructions (Novagen, Darmstadt, Germany). Transformed E. coli BL 21 (DE3) cells expressed VHHs in the periplasm after induction by IPTG 1 mM for 18 hours at 15° C. Periplasmic extracts were obtained by spheroplasting cells, suspended in 50 mM sodium phosphate buffer pH 8 containing 20% sucrose and 1 mM EDTA, and hydrolysing the peptidoglycan with 5 mg/ml lysozy...